Dataset: the Open Reaction Database (ORD), a public repository of structured organic reaction records. Task: describe an organic reaction: reactants, conditions, products, and yield The reactants are [Br-], CC(C)CS(=O)N=C(c1ccc(C#N)c(F)c1)c1cncn1C, C1CCOC1, C[Mg+], CCOCC. Product: Cn1cncc1C(C)(N)c1ccc(C#N)c(F)c1. RXN SMILES: [Br-:24].[C:1](#[N:2])[c:3]1[c:4]([F:23])[cH:5][c:6]([C:9](=[N:10][S:11]([CH2:12][CH:13]([CH3:14])[CH3:15])=[O:16])[c:17]2[n:18]([CH3:22])[cH:19][n:20][cH:21]2)[cH:7][cH:8]1.[CH2:27]1[O:28][CH2:29][CH2:30][CH2:31]1.[CH3:25][Mg+:26].[CH3:32][CH2:33][O:34][CH2:35][CH3:36]>>[C:1](#[N:2])[c:3]1[c:4]([F:23])[cH:5][c:6]([C:9]([NH2:10])([c:17]2[n:18]([CH3:22])[cH:19][n:20][cH:21]2)[CH3:25])[cH:7][cH:8]1.